Dataset: the Open Reaction Database (ORD), a public repository of structured organic reaction records. Task: describe an organic reaction: reactants, conditions, products, and yield Starting materials: CN(C)C=O, C=CS(=O)(=O)F, Nc1ccc(Cl)c(Cl)c1, O. Yields the product O=S(=O)(F)C=CNc1ccc(Cl)c(Cl)c1. RXN SMILES: [CH3:1][N:2]([CH3:3])[CH:4]=[O:5].[CH:15](=[CH2:16])[S:17](=[O:18])(=[O:19])[F:20].[NH2:6][c:7]1[cH:8][cH:9][c:10]([Cl:11])[c:12]([Cl:13])[cH:14]1.[OH2:21]>>[NH:6]([c:7]1[cH:8][cH:9][c:10]([Cl:11])[c:12]([Cl:13])[cH:14]1)[CH:16]=[CH:15][S:17](=[O:18])(=[O:19])[F:20]. Reported procedure: colorless amorphous solid; [α]D22−93.4 (c 1.0, MeOH); UV (MeOH) λmax nm (ε) 209 (15200), 254 (15700); IR (KBr) νmax 3416, 2966, 2932, 1736, 1689, 1463, 1249, 1011 cm−1; 1H NMR (CDCl3, 400 MHz) δ 7.06 (1H, s, H-19), 6.65 (1H, bs, H-17), 6.56 (1H, dd, J=10.6, 4.4 Hz, 27-OH), 5.55 (1H, d, J=6.2 Hz, 3-OH), 5.52 (1H, dd, J=11.6, 2.0 Hz, H-15), 5.44 (1H, dddd, J=11.2, 10.7, 3.1, 1.7 Hz, H-12), 5.35 (1H, dddd, J=11.0, 10.7, 3.9, 1.7 Hz, H-13), 4.47 (1H, ddd, J=12.5, 4.4, 1.3 Hz, H-27a), 4.35 (1H, ddd, ... Yields the product CC1=NC(=CS1)/C=C(\CO)/[C@@H]2C/C=C\CCC[C@@H]([C@@H]([C@H](C(=O)C([C@H](CC(=O)O2)O)(C)C)C)O)C (Epothilone C9). RXN SMILES: [K+].[Br-].[CH3:3][C:4]1[S:8][CH:7]=[C:6](/[CH:9]=[C:10](/[C@H:12]2[O:29][C:27](=[O:28])[CH2:26][C@H:25]([OH:30])[C@@H:24]([CH3:31])[C:22](=[O:23])[C@H:21]([CH3:32])[C@@H:20]([OH:33])[C@@H:19]([CH3:34])[CH2:18][CH2:17][CH2:16][C:15](C)=[CH:14][CH2:13]2)\C)[N:5]=1.[CH3:36]C1OC=C(/C=C(/[C@H]2OC(=O)C[C@H](O)C(C)(C)C(=O)[C@H](C)[C@@H](O)[C@@H](C)CCCC=CC2)\C)N=1.[CH3:69][OH:70]>>[CH3:3][C:4]1[S:8][CH:7]=[C:6](/[CH:9]=[C:10](/[C@H:12]2[O:29][C:27](=[O:28])[CH2:26][C@H:25]([OH:30])[C:24]([CH3:31])([CH3:36])[C:22](=[O:23])[C@H:21]([CH3:32])[C@@H:20]([OH:33])[C@@H:19]([CH3:34])[CH2:18][CH2:17][CH2:16][CH:15]=[CH:14][CH2:13]2)\[CH2:69][OH:70])[N:5]=1 |f:0.1|. Starting materials: ( ε ), ( 50 ), CO (MeOH), ( 64 ), ( 100 ), CO (MeOH), CC1=NC(=CO1)/C=C(\C)/[C@@H]2C/C=C\CCC[C@@H]([C@@H]([C@H](C(=O)C([C@H](CC(=O)O2)O)(C)C)C)O)C (Epothilone H1), ( 38 ), [K+].[Br-] (KBr), CC1=NC(=CS1)/C=C(\C)/[C@@H]2C/C=C(\CCC[C@@H]([C@@H]([C@H](C(=O)[C@@H]([C@H](CC(=O)O2)O)C)C)O)C)/C (Epothilone D1), ( 30 ). The reactants are ClC1=NN=C(C2=CC=CC=C12)N1C[C@@H](N(CC1)C(=O)OC(C)(C)C)C ((S)-tert-butyl 4-(4-chlorophthalazin-1-yl)-2-methylpiperazine-1-carboxylate), C1(=CC=CC=C1)B(O)O (phenylboronic acid), C1(=CC=CC=C1)C (toluene), C([O-])([O-])=O.[Na+].[Na+] (sodium carbonate). The reagents and catalysts are C=1C=CC(=CC1)/C=C/C(=O)/C=C/C2=CC=CC=C2.C=1C=CC(=CC1)/C=C/C(=O)/C=C/C2=CC=CC=C2.C=1C=CC(=CC1)/C=C/C(=O)/C=C/C2=CC=CC=C2.[Pd].[Pd] (tris(dibenzylideneacetone)dipalladium). Run in C(C)(=O)OCC (ethyl acetate), hexanes. Run at temperature 100 celsius. Yields the product C[C@@H]1N(CCN(C1)C1=NN=C(C2=CC=CC=C12)C1=CC=CC=C1)C(=O)OC(C)(C)C ((S)-tert-butyl 2-methyl-4-(4-phenylphthalazin-1-yl)piperazine-1-carboxylate). RXN SMILES: Cl[C:2]1[C:11]2[C:6](=[CH:7][CH:8]=[CH:9][CH:10]=2)[C:5]([N:12]2[CH2:17][CH2:16][N:15]([C:18]([O:20][C:21]([CH3:24])([CH3:23])[CH3:22])=[O:19])[C@@H:14]([CH3:25])[CH2:13]2)=[N:4][N:3]=1.[C:26]1(B(O)O)[CH:31]=[CH:30][CH:29]=[CH:28][CH:27]=1.C1(C)C=CC=CC=1.C(=O)([O-])[O-].[Na+].[Na+]>C(OCC)(=O)C.C1C=CC(/C=C/C(/C=C/C2C=CC=CC=2)=O)=CC=1.C1C=CC(/C=C/C(/C=C/C2C=CC=CC=2)=O)=CC=1.C1C=CC(/C=C/C(/C=C/C2C=CC=CC=2)=O)=CC=1.[Pd].[Pd]>[CH3:25][C@H:14]1[CH2:13][N:12]([C:5]2[C:6]3[C:11](=[CH:10][CH:9]=[CH:8][CH:7]=3)[C:2]([C:26]3[CH:31]=[CH:30][CH:29]=[CH:28][CH:27]=3)=[N:3][N:4]=2)[CH2:17][CH2:16][N:15]1[C:18]([O:20][C:21]([CH3:24])([CH3:23])[CH3:22])=[O:19] |f:3.4.5,7.8.9.10.11|. Procedure details: (S)-tert-butyl 4-(4-chlorophthalazin-1-yl)-2-methylpiperazine-1-carboxylate (2.10 g, 5.79 mmol), phenylboronic acid (1.06 g, 8.69 mmol), and tetrakis(triphenylphosphine)palladium (0) (0.334 g, 0.289 mmol) were placed in a flask under argon. Degassed toluene (50 mL) and aqueous sodium carbonate (2.0 M, 5.0 mL) were added and the reaction heated at 100° C. for 16 hours. The reaction was allowed to cool, diluted with 150 mL of ethyl acetate, and then washed with aqueous K2CO3 (10%), and saturated s...